From a dataset of the Open Reaction Database (ORD), a public repository of structured organic reaction records. describe an organic reaction: reactants, conditions, products, and yield Reactants: III, CC=1SC(=C(N1)C1=CC=CC=C1)C(=O)N1C(CCC(C1)=O)CNC(=O)C=1C=CC=C2C=CC=NC12 (N-((1-(2-methyl-4-phenylthiazole-5-carbonyl)-5-oxopiperidin-2-yl)methyl)quinoline-8-carboxamide), C(=O)(C(F)(F)F)O.C(Cl)Cl (TFA CH2Cl2). Product: CC=1SC(=C(N1)C1=CC=CC=C1)C(=O)N1C(CCC(C1)=O)CNC(=O)C=1C=CC=C2C=CC=NC12 (N-((1-(2-Methyl-4-phenylthiazole-5-carbonyl)-5-oxopiperidin-2-yl)methyl)quinoline-8-carboxamide), OC1CCC(N(C1)C(=O)C1=C(N=C(S1)C)C1=CC=CC=C1)CNC(=O)C=1C=CC=C2C=CC=NC12 (N-((5-hydroxy-1-(2-methyl-4-phenylthiazole-5-carbonyl)piperidin-2-yl)methyl)quinoline-8-carboxamide). As a reaction SMILES: C(O)(C(F)(F)F)=O.C(Cl)Cl.[CH3:11][C:12]1[S:13][C:14]([C:23]([N:25]2[CH2:30][C:29](=[O:31])[CH2:28][CH2:27][CH:26]2[CH2:32][NH:33][C:34]([C:36]2[CH:37]=[CH:38][CH:39]=[C:40]3[C:45]=2[N:44]=[CH:43][CH:42]=[CH:41]3)=[O:35])=[O:24])=[C:15]([C:17]2[CH:22]=[CH:21][CH:20]=[CH:19][CH:18]=2)[N:16]=1>>[CH3:11][C:12]1[S:13][C:14]([C:23]([N:25]2[CH2:30][C:29](=[O:31])[CH2:28][CH2:27][CH:26]2[CH2:32][NH:33][C:34]([C:36]2[CH:37]=[CH:38][CH:39]=[C:40]3[C:45]=2[N:44]=[CH:43][CH:42]=[CH:41]3)=[O:35])=[O:24])=[C:15]([C:17]2[CH:18]=[CH:19][CH:20]=[CH:21][CH:22]=2)[N:16]=1.[OH:31][CH:29]1[CH2:30][N:25]([C:23]([C:14]2[S:13][C:12]([CH3:11])=[N:16][C:15]=2[C:17]2[CH:18]=[CH:19][CH:20]=[CH:21][CH:22]=2)=[O:24])[CH:26]([CH2:32][NH:33][C:34]([C:36]2[CH:37]=[CH:38][CH:39]=[C:40]3[C:45]=2[N:44]=[CH:43][CH:42]=[CH:41]3)=[O:35])[CH2:27][CH2:28]1 |f:0.1|. Procedure details: The title compound was prepared from the product of Part III above using TFA/CH2Cl2. MS (ESI) 485 (M+H). N-((5-hydroxy-1-(2-methyl-4-phenylthiazole-5-carbonyl)piperidin-2-yl)methyl)quinoline-8-carboxamide was prepared according to general procedure K using N-((1-(2-methyl-4-phenylthiazole-5-carbonyl)-5-oxopiperidin-2-yl)methyl)quinoline-8-carboxamide. MS (ESI) 487 (M+H). Reactants: [N+](=O)([O-])C1=C(C=CC=C1)S(=O)(=O)NCCCCCNC(OCCCC)=O (butyl (5-{[(2-nitrophenyl)sulfonyl]amino}pentyl)carbamate), C([O-])([O-])=O.[K+].[K+] (potassium carbonate), ClCCl (dichloromethane), CI (methyl iodide). The solvent is CC(=O)C (acetone), O (water). Conditions: time 30 minute. Yields the product CN(CCCCCNC(OCCCC)=O)S(=O)(=O)C1=C(C=CC=C1)[N+](=O)[O-] (butyl (5-{methyl[(2-nitrophenyl)sulfonyl]amino}pentyl)carbamate). Reaction SMILES: [N+:1]([C:4]1[CH:9]=[CH:8][CH:7]=[CH:6][C:5]=1[S:10]([NH:13][CH2:14][CH2:15][CH2:16][CH2:17][CH2:18][NH:19][C:20](=[O:26])[O:21][CH2:22][CH2:23][CH2:24][CH3:25])(=[O:12])=[O:11])([O-:3])=[O:2].[C:27](=O)([O-])[O-].[K+].[K+].CI.ClCCl>CC(C)=O.O>[CH3:27][N:13]([S:10]([C:5]1[CH:6]=[CH:7][CH:8]=[CH:9][C:4]=1[N+:1]([O-:3])=[O:2])(=[O:12])=[O:11])[CH2:14][CH2:15][CH2:16][CH2:17][CH2:18][NH:19][C:20](=[O:26])[O:21][CH2:22][CH2:23][CH2:24][CH3:25] |f:1.2.3|. Procedure: To a solution of tent-butyl (5-{[(2-nitrophenyl)sulfonyl]amino}pentyl)carbamate 55 (32.6 g, 84 mmol) in acetone (300 mL) was added potassium carbonate (23.2 g, 168 mmol). The resulting mixture was stirred at room temperature for 30 minutes then methyl iodide (17.88 g, 126 mmol) was added drop wise. The resulting mixture was stirred at room temperature overnight. The reaction mixture was poured in water and dichloromethane was added. The organic layer was separated and successively dried over MgS... Reactants: C(C=1C(O)=CC=CC1)(=O)O (salicylic acid), S(=O)(Cl)Cl (thionyl chloride), ClC1=CC(=C(C=C1)N)F (4-chloro-2-fluorobenzenamine). Solvent: O1CCCC1 (tetrahydrofuran), C1CCOC1 (THF). Yields the product ClC1=CC(=C(C=C1)NC(C1=C(C=CC=C1)O)=O)F (N-(4-chloro-2-fluorophenyl)-2-hydroxybenzamide). RXN SMILES: [C:1]([OH:10])(=O)[C:2]1[C:3](=[CH:5][CH:6]=[CH:7][CH:8]=1)[OH:4].S(Cl)(Cl)=O.[Cl:15][C:16]1[CH:21]=[CH:20][C:19]([NH2:22])=[C:18]([F:23])[CH:17]=1>O1CCCC1>[Cl:15][C:16]1[CH:21]=[CH:20][C:19]([NH:22][C:1](=[O:10])[C:2]2[CH:8]=[CH:7][CH:6]=[CH:5][C:3]=2[OH:4])=[C:18]([F:23])[CH:17]=1. Procedure: To a solution of salicylic acid (1.38 g, 10 mmole) in tetrahydrofuran (40 mL) was added thionyl chloride (2.5 mL, 35 mmole) and refluxed 3 hr. The mixture was steamed (110° C.) by Dean-Stark. The residue was directly reacted with 4-chloro-2-fluorobenzenamine (1.1 mL, 10 mmole) in THF (40 mL) for 14 hr. The reaction mixture was concentrated and extracted with ethyl acetate, dried over anhydrous magnesium sulfate. Recrystallization of desired products from hot dichloromethane afforded the compound... Starting materials: C1(=CC=C(C=C1)NC(=S)N)C (4-Tolylthiourea), N1CCCC1 (Pyrrolidine), CC(=O)C (acetone), CI (methyliodide). Solvent: CCOCC (ether). The product is I.C1(=CC=C(C=C1)NC(=N)N1CCCC1)C (N-(4-tolyl)-1-pyrrolidinecarboximidamide hydroiodide). As a reaction SMILES: [C:1]1([CH3:11])[CH:6]=[CH:5][C:4]([NH:7][C:8]([NH2:10])=S)=[CH:3][CH:2]=1.CC(C)=O.C[I:17].[NH:18]1[CH2:22][CH2:21][CH2:20][CH2:19]1>CCOCC>[IH:17].[C:1]1([CH3:11])[CH:6]=[CH:5][C:4]([NH:7][C:8]([N:18]2[CH2:22][CH2:21][CH2:20][CH2:19]2)=[NH:10])=[CH:3][CH:2]=1 |f:5.6|. Procedure details: 4-Tolylthiourea (33.2 g., 0.2 mole) in 200 ml. acetone is heated under reflux for 3 hrs. with methyliodide (31.4 g., 0.221 mole). Solvent is removed in vacuo and the resulting 2-methyl-1-(4-tolyl)-2-thiopseudourea hydroiodide dissolved in 200 ml. tert-butanol. Pyrrolidine (28.4 g., 0.4 mole) is added and the mixture heated at reflux for 18 hrs. The reaction mixture is cooled, diluted with ether and the resulting solid separated. Recrystallization from acetone-ether affords N-(4-tolyl)-1-pyrrolid...